This data is from the Open Reaction Database (ORD), a public repository of structured organic reaction records. The task is: describe an organic reaction: reactants, conditions, products, and yield The reactants are 20, [Cl-].ClCCCCC(C[P+](C1=CC=CC=C1)(C1=CC=CC=C1)C1=CC=CC=C1)=O ((6-chloro-2-oxohexyl)-triphenylphosphonium chloride), [OH-].[Na+] (sodium hydroxide). The solvent is O (water). The product is ClCCCCC(=O)C=P(C1=CC=CC=C1)(C1=CC=CC=C1)C1=CC=CC=C1 ((5-chloropentanoylmethylene)triphenylphosphorane). As a reaction SMILES: [Cl-].[Cl:2][CH2:3][CH2:4][CH2:5][CH2:6][C:7](=[O:28])[CH2:8][P+:9]([C:22]1[CH:27]=[CH:26][CH:25]=[CH:24][CH:23]=1)([C:16]1[CH:21]=[CH:20][CH:19]=[CH:18][CH:17]=1)[C:10]1[CH:15]=[CH:14][CH:13]=[CH:12][CH:11]=1.[OH-].[Na+]>O>[Cl:2][CH2:3][CH2:4][CH2:5][CH2:6][C:7]([CH:8]=[P:9]([C:22]1[CH:27]=[CH:26][CH:25]=[CH:24][CH:23]=1)([C:16]1[CH:17]=[CH:18][CH:19]=[CH:20][CH:21]=1)[C:10]1[CH:15]=[CH:14][CH:13]=[CH:12][CH:11]=1)=[O:28] |f:0.1,2.3|. Procedure: A solution of 20 parts of (6-chloro-2-oxohexyl)-triphenylphosphonium chloride in 200 parts of water is made alkaline by the addition of a 50% aqueous sodium hydroxide solution and extracted with benzene. The combined organic extracts are dried over anhydrous sodium sulfate, then stripped of solvent under reduced pressure to afford (5-chloropentanoylmethylene)triphenylphosphorane. Alternatively, this may be used immediately as a solution in benzene. The reactants are Cc1cc(NC(=O)COCc2ccccc2)cc(C)c1Oc1ccc(O)c(C(=O)N(C)C2CCC2)c1, CCOC(C)=O. Yields the product Cc1cc(NC(=O)CO)cc(C)c1Oc1ccc(O)c(C(=O)N(C)C2CCC2)c1. As a reaction SMILES: [CH2:1]([c:2]1[cH:3][cH:4][cH:5][cH:6][cH:7]1)[O:8][CH2:9][C:10](=[O:11])[NH:12][c:13]1[cH:14][c:15]([CH3:36])[c:16]([O:17][c:18]2[cH:19][cH:20][c:21]([OH:32])[c:22]([C:23](=[O:24])[N:25]([CH3:26])[CH:27]3[CH2:28][CH2:29][CH2:30]3)[cH:31]2)[c:33]([CH3:35])[cH:34]1.[CH3:37][CH2:38][O:39][C:40]([CH3:41])=[O:42]>>[OH:8][CH2:9][C:10](=[O:11])[NH:12][c:13]1[cH:14][c:15]([CH3:36])[c:16]([O:17][c:18]2[cH:19][cH:20][c:21]([OH:32])[c:22]([C:23](=[O:24])[N:25]([CH3:26])[CH:27]3[CH2:28][CH2:29][CH2:30]3)[cH:31]2)[c:33]([CH3:35])[cH:34]1.